From a dataset of the Open Reaction Database (ORD), a public repository of structured organic reaction records. describe an organic reaction: reactants, conditions, products, and yield Reaction SMILES: [C:12]([c:13]1[cH:14][cH:15][cH:16][cH:17][cH:18]1)([c:19]1[cH:20][cH:21][cH:22][cH:23][cH:24]1)([c:25]1[cH:26][cH:27][cH:28][cH:29][cH:30]1)[S:31][CH2:32][CH2:33][C:34](=[O:35])[OH:36].[C:37]([S:38][CH2:39][CH2:40][C:41]([Cl:42])=[O:43])([c:44]1[cH:45][cH:46][cH:47][cH:48][cH:49]1)([c:50]1[cH:51][cH:52][cH:53][cH:54][cH:55]1)[c:56]1[cH:57][cH:58][cH:59][cH:60][cH:61]1.[C:94](=[O:95])([OH:96])[O-:97].[CH3:62][NH:63][c:64]1[s:65][c:66](-[c:69]2[cH:70][n:71][cH:72][cH:73][cH:74]2)[n:67][n:68]1.[CH3:75][c:76]1[cH:77][cH:78][cH:79][cH:80][cH:81]1.[CH3:7][N:8]([CH3:9])[CH:10]=[O:11].[CH3:82][N:83]([CH3:84])[c:85]1[cH:86][cH:87][n:88][cH:89][cH:90]1.[Cl:1][C:2]([C:3]([Cl:4])=[O:5])=[O:6].[Cl:91][CH2:92][Cl:93].[Na+:98]>>[C:12]([c:13]1[cH:14][cH:15][cH:16][cH:17][cH:18]1)([c:19]1[cH:20][cH:21][cH:22][cH:23][cH:24]1)([c:25]1[cH:26][cH:27][cH:28][cH:29][cH:30]1)[S:31][CH2:32][CH2:33][C:34](=[O:35])[N:63]([CH3:62])[c:64]1[s:65][c:66](-[c:69]2[cH:70][n:71][cH:72][cH:73][cH:74]2)[n:67][n:68]1. Starting materials: O=C(O)CCSC(c1ccccc1)(c1ccccc1)c1ccccc1, O=C(Cl)CCSC(c1ccccc1)(c1ccccc1)c1ccccc1, O=C([O-])O, CNc1nnc(-c2cccnc2)s1, Cc1ccccc1, CN(C)C=O, CN(C)c1ccncc1, O=C(Cl)C(=O)Cl, ClCCl, [Na+]. The product is CN(C(=O)CCSC(c1ccccc1)(c1ccccc1)c1ccccc1)c1nnc(-c2cccnc2)s1. Reactants: CO, CCC(CC)(c1ccc(CCC(O)C(C)(C)C)c(C)c1)c1ccc(-c2ccc(CC(=O)OC)c(Cl)c2)c(C)c1, Cl, [Na+], [OH-], O. Yields the product CCC(CC)(c1ccc(CCC(O)C(C)(C)C)c(C)c1)c1ccc(-c2ccc(CC(=O)O)c(Cl)c2)c(C)c1. RXN SMILES: [CH3:44][OH:45].[CH3:4][O:5][C:6]([CH2:7][c:8]1[c:9]([Cl:41])[cH:10][c:11](-[c:14]2[c:15]([CH3:40])[cH:16][c:17]([C:20]([CH2:21][CH3:22])([c:23]3[cH:24][c:25]([CH3:37])[c:26]([CH2:29][CH2:30][CH:31]([C:32]([CH3:33])([CH3:34])[CH3:35])[OH:36])[cH:27][cH:28]3)[CH2:38][CH3:39])[cH:18][cH:19]2)[cH:12][cH:13]1)=[O:42].[ClH:43].[Na+:2].[OH-:1].[OH2:3]>>[O:5]=[C:6]([CH2:7][c:8]1[c:9]([Cl:41])[cH:10][c:11](-[c:14]2[c:15]([CH3:40])[cH:16][c:17]([C:20]([CH2:21][CH3:22])([c:23]3[cH:24][c:25]([CH3:37])[c:26]([CH2:29][CH2:30][CH:31]([C:32]([CH3:33])([CH3:34])[CH3:35])[OH:36])[cH:27][cH:28]3)[CH2:38][CH3:39])[cH:18][cH:19]2)[cH:12][cH:13]1)[OH:42].